From a dataset of the Open Reaction Database (ORD), a public repository of structured organic reaction records. describe an organic reaction: reactants, conditions, products, and yield Starting materials: O=C(O)c1ccc(Cl)c([N+](=O)[O-])c1, O=S(Cl)Cl, c1ccccc1. Product: O=C(Cl)c1ccc(Cl)c([N+](=O)[O-])c1. As a reaction SMILES: [Cl:1][c:2]1[c:3]([N+:11](=[O:12])[O-:13])[cH:4][c:5]([C:6](=[O:7])[OH:8])[cH:9][cH:10]1.[S:14]([Cl:15])([Cl:16])=[O:17].[cH:18]1[cH:19][cH:20][cH:21][cH:22][cH:23]1>>[Cl:1][c:2]1[c:3]([N+:11](=[O:12])[O-:13])[cH:4][c:5]([C:6](=[O:7])[Cl:16])[cH:9][cH:10]1. Starting materials: BrCCCCCCCCNC1=CC=C(C=C1)O (4-[(8-bromooctyl)amino]phenol), [C-]#N.[Na+] (sodium cyanide). Product: OC1=CC=C(C=C1)NCCCCCCCCC#N (9-[(4-Hydroxyphenyl)amino]nonanenitrile). The yield is 73.0%. RXN SMILES: Br[CH2:2][CH2:3][CH2:4][CH2:5][CH2:6][CH2:7][CH2:8][CH2:9][NH:10][C:11]1[CH:16]=[CH:15][C:14]([OH:17])=[CH:13][CH:12]=1.[C-:18]#[N:19].[Na+]>>[OH:17][C:14]1[CH:15]=[CH:16][C:11]([NH:10][CH2:9][CH2:8][CH2:7][CH2:6][CH2:5][CH2:4][CH2:3][CH2:2][C:18]#[N:19])=[CH:12][CH:13]=1 |f:1.2|. Procedure details: 9-[(4-Hydroxyphenyl)amino]nonanenitrile was prepared in 73% yield from 37.5 g (0.11 mol) of 4-[(8-bromooctyl)amino]phenol and 27 g (0.55 mol) of sodium cyanide according to the procedure of Example 4, part c, except that the crude free base was precipitated from ethyl acetate solution with hexane. The reactants are C=CCCCCC=C (1,7-octadiene), C(C)OC(OCC)[SiH3] (diethoxymethylsilane), solution, chloroplatinate, C(=C)[Si](O[Si](C)(C)C)(C)C=C (divinyl tetramethyldisiloxane). Reagents/catalysts: Karstedt catalyst. Run in C1(=CC=CC=C1)C (toluene). Run at temperature 30 celsius, time 24 hour. Product: C(C)OC(OCC)[SiH2]CCCCCCCC[SiH2]C(OCC)OCC (1,8-bis(diethoxymethylsilyl)octane). Reaction SMILES: [CH2:1]=[CH:2][CH2:3][CH2:4][CH2:5][CH2:6][CH:7]=[CH2:8].[CH2:9]([O:11][CH:12]([SiH3:16])[O:13][CH2:14][CH3:15])[CH3:10].C([Si]([CH:26]=[CH2:27])(C)O[Si](C)(C)C)=C>C1(C)C=CC=CC=1>[CH2:9]([O:11][CH:12]([SiH2:16][CH2:1][CH2:2][CH2:3][CH2:4][CH2:5][CH2:6][CH2:7][CH2:8][SiH2:16][CH:12]([O:13][CH2:26][CH3:27])[O:11][CH2:9][CH3:10])[O:13][CH2:14][CH3:15])[CH3:10]. Reported procedure: A solution of 11.0 g of 1,7-octadiene (Wako Pure Chemical Industries) and 26.9 g of diethoxymethylsilane (Shin-etsu Silicones) dissolved in toluene was incorporated with 0.05 mmols of a solution of Karstedt catalyst (U.S. Pat. No. 3,775,452) prepared from a chloroplatinate (Wako Pure Chemical Industries) and divinyl tetramethyldisiloxane (Gelest, Inc.), and the resulting mixture was stirred at 30° C. in a nitrogen atmosphere for 24 hours. The reaction effluent was purified by distillation, to ob... The reactants are C(C1=CC=CC=C1)OC(NCCCCC1=CC=C(C=C1)OCCNCC1=CC=CC=C1)=O ({4-[4-(2-Benzylaminoethoxy)phenyl]butyl}carbamic acid benzyl ester), C(C1=CC=CC=C1)OC1=C(C=C(C=C1)[C@H](CBr)O)NC=O (N-[2-Benzyloxy-5-(2-bromo-1-(R)-hydroxyethyl)phenyl]formamide), C(=O)([O-])[O-].[K+].[K+] (K2CO3). The solvent is O1CCCC1 (tetrahydrofuran). Conditions: time 15 hour. Product: C(C1=CC=CC=C1)OC(NCCCCC1=CC=C(C=C1)OCCN(C[C@H](O)C1=CC(=C(C=C1)OCC1=CC=CC=C1)NC=O)CC1=CC=CC=C1)=O ({4-[4-(2-{Benzyl-[2-(4-benzyloxy-3-formylaminophenyl)-2-(R)-hydroxyethyl]amino}-ethoxy)phenyl]butyl}carbamic acid benzyl ester). Isolated yield 50.6%. RXN SMILES: [CH2:1]([O:8][C:9](=[O:32])[NH:10][CH2:11][CH2:12][CH2:13][CH2:14][C:15]1[CH:20]=[CH:19][C:18]([O:21][CH2:22][CH2:23][NH:24][CH2:25][C:26]2[CH:31]=[CH:30][CH:29]=[CH:28][CH:27]=2)=[CH:17][CH:16]=1)[C:2]1[CH:7]=[CH:6][CH:5]=[CH:4][CH:3]=1.[CH2:33]([O:40][C:41]1[CH:46]=[CH:45][C:44]([C@@H:47]([OH:50])[CH2:48]Br)=[CH:43][C:42]=1[NH:51][CH:52]=[O:53])[C:34]1[CH:39]=[CH:38][CH:37]=[CH:36][CH:35]=1.C([O-])([O-])=O.[K+].[K+]>O1CCCC1>[CH2:1]([O:8][C:9](=[O:32])[NH:10][CH2:11][CH2:12][CH2:13][CH2:14][C:15]1[CH:16]=[CH:17][C:18]([O:21][CH2:22][CH2:23][N:24]([CH2:25][C:26]2[CH:31]=[CH:30][CH:29]=[CH:28][CH:27]=2)[CH2:48][C@@H:47]([C:44]2[CH:45]=[CH:46][C:41]([O:40][CH2:33][C:34]3[CH:35]=[CH:36][CH:37]=[CH:38][CH:39]=3)=[C:42]([NH:51][CH:52]=[O:53])[CH:43]=2)[OH:50])=[CH:19][CH:20]=1)[C:2]1[CH:7]=[CH:6][CH:5]=[CH:4][CH:3]=1 |f:2.3.4|. Procedure: Benzylamine 16 (619 mg, 1.43 mmol) was added to a suspension of bromoalcohol 5 (500 mg, 1.43 mmol) and K2CO3 (495 mg, 3.58 mmol) methanol (10 mL) and tetrahydrofuran (5 mL). The suspension was stirred at ambient temperature for 15 h, then heated to 55° C. for 75 h. The solid was vacuum filtered and the filtrate was concentrated under vacuum. The resulting oil was subjected to column chromatography eluting with 5-50% ethyl acetate in hexanes to afford the desired product 17 (508 mg, 5%) as an off... Reactants: [BH4-], COC(=O)c1cc(NC(=O)c2ccc(CN3CCN(C)CC3)cc2)ccc1C, [Li+], C1CCOC1. Product: Cc1ccc(NC(=O)c2ccc(CN3CCN(C)CC3)cc2)cc1CO. As a reaction SMILES: [BH4-:29].[CH3:1][N:2]1[CH2:3][CH2:4][N:5]([CH2:8][c:9]2[cH:10][cH:11][c:12]([C:13](=[O:14])[NH:15][c:16]3[cH:17][cH:18][c:19]([CH3:26])[c:20]([C:21](=[O:22])[O:23][CH3:24])[cH:25]3)[cH:27][cH:28]2)[CH2:6][CH2:7]1.[Li+:30].[O:31]1[CH2:32][CH2:33][CH2:34][CH2:35]1>>[CH3:1][N:2]1[CH2:3][CH2:4][N:5]([CH2:8][c:9]2[cH:10][cH:11][c:12]([C:13](=[O:14])[NH:15][c:16]3[cH:17][cH:18][c:19]([CH3:26])[c:20]([CH2:21][OH:22])[cH:25]3)[cH:27][cH:28]2)[CH2:6][CH2:7]1. The reactants are ClC1=NC=CC2=C1N=CN2 (4-chloro-1H-imidazo[4,5-c]pyridine), O.NN (hydrazine hydrate). Run in C(C)O (ethanol). The product is N(N)C1=NC=CC2=C1N=CN2 (4-Hydrazino-1H-imidazo[4,5-c]pyridine). As a reaction SMILES: Cl[C:2]1[C:7]2[N:8]=[CH:9][NH:10][C:6]=2[CH:5]=[CH:4][N:3]=1.O.[NH2:12][NH2:13]>C(O)C>[NH:12]([C:2]1[C:7]2[N:8]=[CH:9][NH:10][C:6]=2[CH:5]=[CH:4][N:3]=1)[NH2:13] |f:1.2|. Reported procedure: A mixture of 200 mg (1.3 mmol) of 4-chloro-1H-imidazo[4,5-c]pyridine [J. A. Montgomery and K. Hewson, J. Med. Chem., 8, 708 (1965)], 0.253 mL (261 mg, 5.2 mmol) of hydrazine hydrate, and 5 mL of ethanol was stirred at room temperature overnight. The precipitate was collected on a filter, washed with a little ethanol, and dried to give the title compound as a solid. LC-MS 150 (M+1).